From a dataset of the Open Reaction Database (ORD), a public repository of structured organic reaction records. describe an organic reaction: reactants, conditions, products, and yield Reactants: COC1=CC=C(C(C(=O)O)=C1)N (5-methoxyanthranilic acid), ClC=1SC(=CN1)C(=O)OC (methyl 2-chlorothiazole-5-carboxylate), [I-].[K+] (potassium iodide), saturated solution, C([O-])(O)=O.[Na+] (sodium bicarbonate). Product: COC=1C=C2C(N3C(=NC2=CC1)SC(=C3)C(=O)OC)=O (methyl 7-methoxy-5-oxo-5H-thiazolo[2,3-b]quinazoline-2-carboxylate). The yield is 33.3%. As a reaction SMILES: [CH3:1][O:2][C:3]1[CH:11]=[C:7]([C:8]([OH:10])=O)[C:6]([NH2:12])=[CH:5][CH:4]=1.Cl[C:14]1[S:15][C:16]([C:19]([O:21][CH3:22])=[O:20])=[CH:17][N:18]=1.[I-].[K+].C(=O)(O)[O-].[Na+]>>[CH3:1][O:2][C:3]1[CH:11]=[C:7]2[C:6](=[CH:5][CH:4]=1)[N:12]=[C:14]1[S:15][C:16]([C:19]([O:21][CH3:22])=[O:20])=[CH:17][N:18]1[C:8]2=[O:10] |f:2.3,4.5|. Procedure: An intimate mixture of 1.49 g of 5-methoxyanthranilic acid, 1.58 g of methyl 2-chlorothiazole-5-carboxylate and 0.075 g of powdered potassium iodide was stirred and heated in an oil bath at 160°-165° for 80 minutes. The resultant dark solid was treated with 75 ml of a saturated solution of sodium bicarbonate and extracted with three portions of chloroform. The combined, dried (over magnesium sulfate) extract was concentrated in vacuo to a tan solid (1.59 g). Crystallization from methylene chlori... The reactants are OC1=CC(=C(C=C1OC)C1(CCC1)C#N)[N+](=O)[O-] (1-(4-(Hydroxyl)-5-methoxy-2-nitrophenyl)cyclobutanecarbonitrile), C([O-])([O-])=O.[K+].[K+] (potassium carbonate), ClCCCI (1-chloro-3-iodopropane). Solvent: CC#N (MeCN). Conditions: temperature 80 celsius, time 3 hour. Product: ClCCCOC1=CC(=C(C=C1OC)C1(CCC1)C#N)[N+](=O)[O-] (1-(4-(3-chloropropoxy)-5-methoxy-2-nitrophenyl)cyclobutanecarbonitrile). The yield is 97.0%. As a reaction SMILES: [OH:1][C:2]1[C:7]([O:8][CH3:9])=[CH:6][C:5]([C:10]2([C:14]#[N:15])[CH2:13][CH2:12][CH2:11]2)=[C:4]([N+:16]([O-:18])=[O:17])[CH:3]=1.C(=O)([O-])[O-].[K+].[K+].[Cl:25][CH2:26][CH2:27][CH2:28]I>CC#N>[Cl:25][CH2:26][CH2:27][CH2:28][O:1][C:2]1[C:7]([O:8][CH3:9])=[CH:6][C:5]([C:10]2([C:14]#[N:15])[CH2:11][CH2:12][CH2:13]2)=[C:4]([N+:16]([O-:18])=[O:17])[CH:3]=1 |f:1.2.3|. Reported procedure: 1-(4-(Hydroxyl)-5-methoxy-2-nitrophenyl)cyclobutanecarbonitrile (0.5 g, 2 mmol) in MeCN (10 mL) was treated with potassium carbonate (0.306 g, 2.2 mmol) and 1-chloro-3-iodopropane (0.425 mL, 4 mmol) and stirred at 80° C. for 3 hours. The reaction mixture was concentrated, extracted with dichloromethane and washed with brine. The organic layer was dried (MgSO4), filtered and concentrated. Purification by flash chromatography (silica gel, 5-24% EtOAc/hexane) afforded 0.63 g (96%) of 1-(4-(3-chloro... Reactants: O=C([O-])[O-], COc1cccc(S)c1, CCOC(C)=O, CC#N, NCCCl, Cl, [Cs+], [Cs+]. Product: COc1cccc(SCCN)c1. As a reaction SMILES: [C:15](=[O:16])([O-:17])[O-:18].[CH3:1][O:2][c:3]1[cH:4][c:5]([SH:9])[cH:6][cH:7][cH:8]1.[CH3:21][CH2:22][O:23][C:24]([CH3:25])=[O:26].[CH3:27][C:28]#[N:29].[Cl:11][CH2:12][CH2:13][NH2:14].[ClH:10].[Cs+:19].[Cs+:20]>>[CH3:1][O:2][c:3]1[cH:4][c:5]([S:9][CH2:12][CH2:13][NH2:14])[cH:6][cH:7][cH:8]1.